This data is from the Open Reaction Database (ORD), a public repository of structured organic reaction records. The task is: describe an organic reaction: reactants, conditions, products, and yield Starting materials: [Cl-], Cl, O=N[O-], NCCCCc1ncccc1N, [Na+]. The product is NCCCCc1ncccc1Cl. Reaction SMILES: [Cl-:18].[ClH:13].[N:14]([O-:15])=[O:16].[NH2:1][c:2]1[c:3]([CH2:8][CH2:9][CH2:10][CH2:11][NH2:12])[n:4][cH:5][cH:6][cH:7]1.[Na+:17]>>[c:2]1([Cl:13])[c:3]([CH2:8][CH2:9][CH2:10][CH2:11][NH2:12])[n:4][cH:5][cH:6][cH:7]1. Procedure: To a solution of 3-methylbut-1-yne (6.32 g), cooled in a dry-ice/acetone bath, in tetrahydrofuran (200 mL) is added 1.6 M N-butyl lithium solution (63.8 mL). After 1 h, ethyl chloroformate (9.33 mL) is added and the reaction mixture is stirred for an additional 1.5 h. The reaction mixture is allowed to warm to room temperature and is quenched with saturated ammonium chloride solution. The reaction is extracted two times with ethyl acetate. The organic layers are combined, washed with brine, drie... Yields the product C(C)OC(C#CC(C)C)=O (4-Methyl-pent-2-ynoic acid ethyl ester). Conditions: time 1 hour. Solvent: O1CCCC1 (tetrahydrofuran). RXN SMILES: [CH3:1][CH:2]([CH3:5])[C:3]#[CH:4].Cl[C:7]([O:9][CH2:10][CH3:11])=[O:8]>O1CCCC1>[CH2:10]([O:9][C:7](=[O:8])[C:4]#[C:3][CH:2]([CH3:5])[CH3:1])[CH3:11]. Starting materials: N-butyl lithium, CC(C#C)C (3-methylbut-1-yne), ClC(=O)OCC (ethyl chloroformate). The reactants are COCCO, Clc1ncc(Cl)c(Nc2ccccc2-n2cccn2)n1, Cl, CC1(C)CCC(=O)Nc2ccc(N)cc21, C1COCCO1. Yields the product CC1(C)CCC(=O)Nc2ccc(Nc3ncc(Cl)c(Nc4ccccc4-n4cccn4)n3)cc21. RXN SMILES: [CH3:43][O:44][CH2:45][CH2:46][OH:47].[Cl:1][c:2]1[n:3][cH:4][c:5]([Cl:20])[c:6]([NH:8][c:9]2[c:10](-[n:15]3[n:16][cH:17][cH:18][cH:19]3)[cH:11][cH:12][cH:13][cH:14]2)[n:7]1.[ClH:36].[NH2:21][c:22]1[cH:23][c:24]2[c:25]([cH:34][cH:35]1)[NH:26][C:27](=[O:33])[CH2:28][CH2:29][C:30]2([CH3:31])[CH3:32].[O:37]1[CH2:38][CH2:39][O:40][CH2:41][CH2:42]1>>[c:2]1([NH:21][c:22]2[cH:23][c:24]3[c:25]([cH:34][cH:35]2)[NH:26][C:27](=[O:33])[CH2:28][CH2:29][C:30]3([CH3:31])[CH3:32])[n:3][cH:4][c:5]([Cl:20])[c:6]([NH:8][c:9]2[c:10](-[n:15]3[n:16][cH:17][cH:18][cH:19]3)[cH:11][cH:12][cH:13][cH:14]2)[n:7]1. Reactants: CCO, [Cl-], CC(C(N)=O)n1ccc2c([N+](=O)[O-])c(Cl)ccc2c1=O, ClCCl, [Fe], [NH4+], O. The product is CC(C(N)=O)n1ccc2c(N)c(Cl)ccc2c1=O. RXN SMILES: [CH3:21][CH2:22][OH:23].[Cl-:24].[Cl:1][c:2]1[c:3]([N+:18]([O-:19])=[O:20])[c:4]2[cH:5][cH:6][n:7]([CH:13]([C:14](=[O:15])[NH2:16])[CH3:17])[c:8](=[O:12])[c:9]2[cH:10][cH:11]1.[Cl:28][CH2:29][Cl:30].[Fe:27].[NH4+:25].[OH2:26]>>[Cl:1][c:2]1[c:3]([NH2:18])[c:4]2[cH:5][cH:6][n:7]([CH:13]([C:14](=[O:15])[NH2:16])[CH3:17])[c:8](=[O:12])[c:9]2[cH:10][cH:11]1. As a reaction SMILES: [CH3:1][O:2][C:3]1[CH:21]=[C:20]([C:22]([N:24]2[C:30]3[CH:31]=[CH:32][CH:33]=[CH:34][C:29]=3[C:28](=[O:35])[CH2:27][CH2:26][CH2:25]2)=[O:23])[CH:19]=[CH:18][C:4]=1[C:5]([NH:7][C:8]1[C:16]2[N:15]=[C:14]([CH3:17])[NH:13][C:12]=2[CH:11]=[CH:10][CH:9]=1)=[O:6].[BH4-].[Na+]>CO.C(Cl)(Cl)Cl>[CH3:1][O:2][C:3]1[CH:21]=[C:20]([C:22]([N:24]2[C:30]3[CH:31]=[CH:32][CH:33]=[CH:34][C:29]=3[CH:28]([OH:35])[CH2:27][CH2:26][CH2:25]2)=[O:23])[CH:19]=[CH:18][C:4]=1[C:5]([NH:7][C:8]1[C:16]2[N:15]=[C:14]([CH3:17])[NH:13][C:12]=2[CH:11]=[CH:10][CH:9]=1)=[O:6] |f:1.2|. Solvent: C(Cl)(Cl)Cl (chloroform), CO (methanol). Yield: 99.6%. Reaction conditions: time 1 hour. Reactants: ice, COC1=C(C(=O)NC2=CC=CC=3NC(=NC32)C)C=CC(=C1)C(=O)N1CCCC(C3=C1C=CC=C3)=O (2-methoxy-N-(2-methyl-1H-benzimidazol-4-yl) -4-(2,3,4,5-tetrahydro-5-oxo-1H-1-benzazepin-1-yl)carbonylbenzamide), [BH4-].[Na+] (sodium borohydride). The product is COC1=C(C(=O)NC2=CC=CC=3NC(=NC32)C)C=CC(=C1)C(=O)N1CCCC(C3=C1C=CC=C3)O (2-methoxy-N-(2-methyl-1H-benzimidazol-4-yl)-4-(2,3,4,5-tetrahydro-5-hydroxy-1H-1-benzazepin-1-yl)carbonylbenzamide). Reported procedure: To an ice-bath-cooled solution of 2-methoxy-N-(2-methyl-1H-benzimidazol-4-yl) -4-(2,3,4,5-tetrahydro-5-oxo-1H-1-benzazepin-1-yl)carbonylbenzamide (123 mg) in methanol (5 ml) was added sodium borohydride (10 mg), and the mixture was stirred at the same temperature for 1 hour. The reaction mixture was diluted with chloroform and the solution was washed with water and brine. The solution was dried over magnesium sulfate and the solvent was evaporated in vacuo. The residue was triturated with ether ... Reactants: O=C([O-])[O-], CC(C)C(=O)Nc1cccc(C2CCNCC2)c1, OC(CCCl)c1ccccc1, [I-], [K+], [K+], [Na+], CN(C)C=O, O. The product is CC(C)C(=O)Nc1cccc(C2CCN(CCC(O)c3ccccc3)CC2)c1. RXN SMILES: [C:30](=[O:31])([O-:32])[O-:33].[CH3:12][CH:13]([C:14](=[O:15])[NH:16][c:17]1[cH:18][c:19]([CH:23]2[CH2:24][CH2:25][NH:26][CH2:27][CH2:28]2)[cH:20][cH:21][cH:22]1)[CH3:29].[Cl:1][CH2:2][CH2:3][CH:4]([OH:5])[c:6]1[cH:7][cH:8][cH:9][cH:10][cH:11]1.[I-:37].[K+:34].[K+:35].[Na+:36].[O:39]=[CH:40][N:41]([CH3:42])[CH3:43].[OH2:38]>>[CH2:2]([CH2:3][CH:4]([OH:5])[c:6]1[cH:7][cH:8][cH:9][cH:10][cH:11]1)[N:26]1[CH2:25][CH2:24][CH:23]([c:19]2[cH:18][c:17]([NH:16][C:14]([CH:13]([CH3:12])[CH3:29])=[O:15])[cH:22][cH:21][cH:20]2)[CH2:28][CH2:27]1.